Dataset: the Open Reaction Database (ORD), a public repository of structured organic reaction records. Task: describe an organic reaction: reactants, conditions, products, and yield Starting materials: COC=1C=C(C=CC1)C(C)CCCC1=CC=CC=C1 (2-(3-methoxyphenyl)-5-phenylpentane), Cl.N1=CC=CC=C1 (pyridine hydrochloride). Run in O (water), Cl (hydrochloric acid). Run at temperature 190 celsius. The product is OC=1C=C(C=CC1)C(C)CCCC1=CC=CC=C1 (2-(3-Hydroxyphenyl)-5-phenylpentane). As a reaction SMILES: C[O:2][C:3]1[CH:4]=[C:5]([CH:9]([CH2:11][CH2:12][CH2:13][C:14]2[CH:19]=[CH:18][CH:17]=[CH:16][CH:15]=2)[CH3:10])[CH:6]=[CH:7][CH:8]=1.Cl.N1C=CC=CC=1>Cl.O>[OH:2][C:3]1[CH:4]=[C:5]([CH:9]([CH2:11][CH2:12][CH2:13][C:14]2[CH:15]=[CH:16][CH:17]=[CH:18][CH:19]=2)[CH3:10])[CH:6]=[CH:7][CH:8]=1 |f:1.2|. Procedure details: A mixture of 2-(3-methoxyphenyl)-5-phenylpentane (18.4 g.) and pyridine hydrochloride (94 g.) under nitrogen is heated to 190° C. for 2 hours with vigorous stirring. The reaction mixture is cooled, dissolved in 6N hydrochloric acid (200 ml.) and diluted with water to 600 ml. The aqueous solution is extracted with ethyl acetate (4 × 100 ml.), the ethyl acetate extracts dried over sodium sulfate and concentrated under vacuum to yield the crude product. The product is purified by silica gel chromat... Reactants: BrC=1SC=CN1 (2-bromothiazole), CN(CC#C)C (1-dimethylamino-2-propyne). Reagents/catalysts: [Pd](Cl)Cl.C1(=CC=CC=C1)P(C1=CC=CC=C1)C1=CC=CC=C1.C1(=CC=CC=C1)P(C1=CC=CC=C1)C1=CC=CC=C1 (bis(triphenylphosphine) palladium (II) chloride), [Cu]I (copper (I) iodide). The solvent is C(C)N(CC)CC (triethylamine). Reaction conditions: time 5 minute. Product: CN(CC#CC=1SC=CN1)C (N,N-Dimethyl-3-(2-thiazolyl)-2-propyn-1-amine). RXN SMILES: Br[C:2]1[S:3][CH:4]=[CH:5][N:6]=1.[CH3:7][N:8]([CH3:12])[CH2:9][C:10]#[CH:11]>[Pd](Cl)Cl.C1(P(C2C=CC=CC=2)C2C=CC=CC=2)C=CC=CC=1.C1(P(C2C=CC=CC=2)C2C=CC=CC=2)C=CC=CC=1.[Cu]I.C(N(CC)CC)C>[CH3:7][N:8]([CH3:12])[CH2:9][C:10]#[C:11][C:2]1[S:3][CH:4]=[CH:5][N:6]=1 |f:2.3.4|. Procedure details: A mixture of 5.02 g of 2-bromothiazole, 20 ml of triethylamine, and 4.3 ml of 1-dimethylamino-2-propyne is stirred under argon for 5 minutes. Seven hundred and fifty milligrams of bis(triphenylphosphine) palladium (II) chloride and 0.450 mg of copper (I) iodide is added and the stirred reaction is heated at 80°-85° C. for 3 hours. The reaction mixture is cooled, partitioned between diethyl ether and 65 ml of 10% sodium carbonate, and the layers are separated. The organic layer is filtered throug... The reactants are O(C1=CC=CC=C1)C(=O)OCCN(C)CCOC(=O)OC1=CC=CC=C1 (N,N-bis[2-((phenoxycarbonyl)oxy)ethyl]-N-methylamine), C(C)#N (acetonitrile), CCl (methyl chloride). The solvent is CCOCC (ether). Reaction conditions: time 18 hour. Yields the product [Cl-].O(C1=CC=CC=C1)C(=O)OCC[N+](C)(C)CCOC(=O)OC1=CC=CC=C1 (N,N-Bis[2-((phenoxycarbonyl)oxy)ethyl]N,N-dimethylammonium Chloride). As a reaction SMILES: [O:1]([C:8]([O:10][CH2:11][CH2:12][N:13]([CH2:15][CH2:16][O:17][C:18]([O:20][C:21]1[CH:26]=[CH:25][CH:24]=[CH:23][CH:22]=1)=[O:19])[CH3:14])=[O:9])[C:2]1[CH:7]=[CH:6][CH:5]=[CH:4][CH:3]=1.[C:27](#N)C.C[Cl:31]>CCOCC>[Cl-:31].[O:1]([C:8]([O:10][CH2:11][CH2:12][N+:13]([CH2:15][CH2:16][O:17][C:18]([O:20][C:21]1[CH:22]=[CH:23][CH:24]=[CH:25][CH:26]=1)=[O:19])([CH3:27])[CH3:14])=[O:9])[C:2]1[CH:7]=[CH:6][CH:5]=[CH:4][CH:3]=1 |f:4.5|. Procedure: To a 500 ml autoclave liner are added N,N-bis[2-((phenoxycarbonyl)oxy)ethyl]-N-methylamine (20.20 g, 56.2 mmol) and acetonitrile (25 ml). The liner is placed in an autoclave and the solution is treated with methyl chloride gas at 85° C. and at a pressure of 60 psig. After 18 h, the cooled mixture is treated with ether (500 ml) precipitating 6 as a white powder, 19.16 g (83%): mp 148°-150° C. The reactants are N1N=CC(=C1)C(=O)OCC (ethyl 1H-pyrazole-4-carboxylate), C1C(C2=CC=CC=C2)O1 (styrene oxide). The reagents and catalysts are O.O.O.O.O.O.[N+](=O)([O-])[O-].[Y+3].[N+](=O)([O-])[O-].[N+](=O)([O-])[O-] (yttrium (III) nitrate hexahydrate). Run at time 17 hour. Yields the product OCC(C1=CC=CC=C1)N1N=CC(=C1)C(=O)OCC (Ethyl 1-(2-hydroxy-1-phenylethyl)-1H-pyrazole-4-carboxylate). RXN SMILES: [NH:1]1[CH:5]=[C:4]([C:6]([O:8][CH2:9][CH3:10])=[O:7])[CH:3]=[N:2]1.[CH2:11]1[O:19][CH:12]1[C:13]1[CH:18]=[CH:17][CH:16]=[CH:15][CH:14]=1>O.O.O.O.O.O.[N+]([O-])([O-])=O.[Y+3].[N+]([O-])([O-])=O.[N+]([O-])([O-])=O>[OH:19][CH2:11][CH:12]([N:1]1[CH:5]=[C:4]([C:6]([O:8][CH2:9][CH3:10])=[O:7])[CH:3]=[N:2]1)[C:13]1[CH:18]=[CH:17][CH:16]=[CH:15][CH:14]=1 |f:2.3.4.5.6.7.8.9.10.11|. Reported procedure: A mixture of ethyl 1H-pyrazole-4-carboxylate (1.5 g, 10.7 mmol), yttrium (III) nitrate hexahydrate (82.0 mg, 0.214 mmol) and styrene oxide (1.21 ml, 10.7 mmol) was stirred at rt for 17 h, before it was adsorbed on celite. Purification by column chromatography (CombiFlash Companion, 12 g SiO2, heptane to EA) afforded the title compound. LCMS RtM=1.72 min, [M+H]+=261.2.